From a dataset of the Open Reaction Database (ORD), a public repository of structured organic reaction records. describe an organic reaction: reactants, conditions, products, and yield Reactants: CC(C)(C)OC(=O)N1CCC2(CC1)CCC(OCCN1CCCC1)(c1cccnc1)CC2, ClCCl, O=C(O)C(F)(F)F. RXN SMILES: [C:1]([O:2][C:3](=[O:4])[N:8]1[CH2:9][CH2:10][C:11]2([CH2:12][CH2:13][C:14]([O:17][CH2:18][CH2:19][N:20]3[CH2:21][CH2:22][CH2:23][CH2:24]3)([c:25]3[cH:26][n:27][cH:28][cH:29][cH:30]3)[CH2:15][CH2:16]2)[CH2:31][CH2:32]1)([CH3:5])([CH3:6])[CH3:7].[Cl:40][CH2:41][Cl:42].[OH:33][C:34]([C:35]([F:36])([F:37])[F:38])=[O:39]>>[NH:8]1[CH2:9][CH2:10][C:11]2([CH2:12][CH2:13][C:14]([O:17][CH2:18][CH2:19][N:20]3[CH2:21][CH2:22][CH2:23][CH2:24]3)([c:25]3[cH:26][n:27][cH:28][cH:29][cH:30]3)[CH2:15][CH2:16]2)[CH2:31][CH2:32]1. Product: c1cncc(C2(OCCN3CCCC3)CCC3(CCNCC3)CC2)c1. Starting materials: BrC1=CC(=C2C(=N1)N(N=C2C)C2OCCCC2)CO ([6-bromo-3-methyl-1-(tetrahydro-pyran-2-yl)-1H-pyrazolo[3,4-b]pyridin-4-yl]-methanol), TEA, CS(=O)(=O)Cl (methanesulfonyl chloride). The solvent is C(Cl)Cl (DCM). Reaction conditions: time 20 minute. Yields the product BrC1=CC(=C2C(=N1)N(N=C2C)C2OCCCC2)COS(=O)(=O)C (Methanesulfonic acid 6-bromo-3-methyl-1-(tetrahydro-pyran-2-yl)-1H-pyrazolo[3,4-b]pyridin-4-ylmethyl ester). Isolated yield 85.6%. As a reaction SMILES: [Br:1][C:2]1[N:7]=[C:6]2[N:8]([CH:12]3[CH2:17][CH2:16][CH2:15][CH2:14][O:13]3)[N:9]=[C:10]([CH3:11])[C:5]2=[C:4]([CH2:18][OH:19])[CH:3]=1.[CH3:20][S:21](Cl)(=[O:23])=[O:22]>C(Cl)Cl>[Br:1][C:2]1[N:7]=[C:6]2[N:8]([CH:12]3[CH2:17][CH2:16][CH2:15][CH2:14][O:13]3)[N:9]=[C:10]([CH3:11])[C:5]2=[C:4]([CH2:18][O:19][S:21]([CH3:20])(=[O:23])=[O:22])[CH:3]=1. Procedure: To a solutuion of 130 mg [6-bromo-3-methyl-1-(tetrahydro-pyran-2-yl)-1H-pyrazolo[3,4-b]pyridin-4-yl]-methanol in 5 ml of dry DCM at 0° C. 77 μl of TEA were added, after 10 min followed by the addition of 60 mg of methanesulfonyl chloride. After 20 min at 0° C. the reaction was brought to rt and extracted with sat. aqueous ammonium chloride solution. The organic layer was separated, dried over sodium sulphate and freeze-dried to obtain 138 mg (85%) of the title compound as a crude product, which ... Reactants: C(C)(C)(C)ONC([C@@H](C(C)C)N(CC=1C=NC=CC1)S(=O)(=O)C1=CC=C(C=C1)OC)=O (N-(t-Butyloxy)-2(R)-[[4-methoxybenzenesulfonyl](3-picolyl)amino]-3-methylbutanamide), ClC(C)Cl (dichloroethane), C(C)O (ethanol). Run at temperature -10 celsius, time 2 day. Yields the product Cl.ONC([C@@H](C(C)C)N(CC=1C=NC=CC1)S(=O)(=O)C1=CC=C(C=C1)OC)=O (N-hydroxy-2(R)-[[4-methoxybenzenesulfonyl](3-picolyl)amino]-3-methylbutanamide hydrochloride). Reaction SMILES: C([O:5][NH:6][C:7](=[O:31])[C@H:8]([N:12]([S:20]([C:23]1[CH:28]=[CH:27][C:26]([O:29][CH3:30])=[CH:25][CH:24]=1)(=[O:22])=[O:21])[CH2:13][C:14]1[CH:15]=[N:16][CH:17]=[CH:18][CH:19]=1)[CH:9]([CH3:11])[CH3:10])(C)(C)C.C(O)C.[Cl:35]C(Cl)C>>[ClH:35].[OH:5][NH:6][C:7](=[O:31])[C@H:8]([N:12]([S:20]([C:23]1[CH:28]=[CH:27][C:26]([O:29][CH3:30])=[CH:25][CH:24]=1)(=[O:22])=[O:21])[CH2:13][C:14]1[CH:15]=[N:16][CH:17]=[CH:18][CH:19]=1)[CH:9]([CH3:11])[CH3:10] |f:3.4|. Procedure: (a) N-(t-Butyloxy)-2(R)-[[4-methoxybenzenesulfonyl](3-picolyl)amino]-3-methylbutanamide (4.1 g, 9.13 mmol) is dissolved in dichloroethane (150 mL) containing ethanol (0.53 ml, 9.13 mmol) in a round bottom flask, and the reaction is cooled to -10° C. Hydrochloric acid gas (from a lecture bottle) is bubbled through for 30 minutes. The reaction is sealed, allowed to slowly warm to room temperature, and stirred for 2 days. The solvent is reduced to 1/3 volume by evaporation and triturated with ether...